Dataset: the Open Reaction Database (ORD), a public repository of structured organic reaction records. Task: describe an organic reaction: reactants, conditions, products, and yield Reactants: CCOC(=O)COc1ccc(-c2cc(=Nc3c(C)cc(C)cc3C)n(C)c(=O)n2C)cc1OC, CO, [Na+], [OH-]. The product is COc1cc(-c2cc(=Nc3c(C)cc(C)cc3C)n(C)c(=O)n2C)ccc1OCC(=O)O. Reaction SMILES: [CH3:1][n:2]1[c:3](=[O:34])[n:4]([CH3:33])[c:5](=[N:23][c:24]2[c:25]([CH3:32])[cH:26][c:27]([CH3:31])[cH:28][c:29]2[CH3:30])[cH:6][c:7]1-[c:8]1[cH:9][c:10]([O:21][CH3:22])[c:11]([O:14][CH2:15][C:16](=[O:17])[O:18][CH2:19][CH3:20])[cH:12][cH:13]1.[CH3:37][OH:38].[Na+:36].[OH-:35]>>[CH3:1][n:2]1[c:3](=[O:34])[n:4]([CH3:33])[c:5](=[N:23][c:24]2[c:25]([CH3:32])[cH:26][c:27]([CH3:31])[cH:28][c:29]2[CH3:30])[cH:6][c:7]1-[c:8]1[cH:9][c:10]([O:21][CH3:22])[c:11]([O:14][CH2:15][C:16](=[O:17])[OH:18])[cH:12][cH:13]1. Reactants: BrC=1N(C2=CC(=CC=C2C1C1CCCCC1)C(=O)OC)CC(=O)OC(C)(C)C (methyl 2-bromo-1-(2-tert-butoxy-2-oxoethyl)-3-cyclohexyl-1H-indole-6-carboxylate), C(=O)(OC(C)(C)C)C1=C(C=CC=C1N)B1OC(C)(C)C(C)(C)O1 ((2-BOC-aminophenyl)boronic acid pinacol ester), C(=O)([O-])[O-].[Na+].[Na+] (Na2CO3), [Li+].[Cl-] (LiCl). The reagents and catalysts are [Pd].C1(=CC=CC=C1)P(C1=CC=CC=C1)C1=CC=CC=C1.C1(=CC=CC=C1)P(C1=CC=CC=C1)C1=CC=CC=C1.C1(=CC=CC=C1)P(C1=CC=CC=C1)C1=CC=CC=C1.C1(=CC=CC=C1)P(C1=CC=CC=C1)C1=CC=CC=C1 (tetrakis (triphenylphosphine)-palladium (0)). Solvent: C1(=CC=CC=C1)C.CCO (toluene EtOH), O (H2O). Reaction conditions: temperature 100 celsius. Product: C(C)(C)(C)OC(CN1C(=C(C2=CC=C(C=C12)C(=O)OC)C1CCCCC1)C1=C(C=CC=C1)NC(=O)OC(C)(C)C)=O (methyl 1-(2-tert-butoxy-2-oxoethyl)-2-(2-(tert-butoxycarbonylamino)phenyl)-3-cyclohexyl-1H-indole-6-carboxylate). Isolated yield 181.8%. Reaction SMILES: Br[C:2]1[N:3]([CH2:21][C:22]([O:24][C:25]([CH3:28])([CH3:27])[CH3:26])=[O:23])[C:4]2[C:9]([C:10]=1[CH:11]1[CH2:16][CH2:15][CH2:14][CH2:13][CH2:12]1)=[CH:8][CH:7]=[C:6]([C:17]([O:19][CH3:20])=[O:18])[CH:5]=2.C([C:36]1[C:41]([NH2:42])=[CH:40][CH:39]=[CH:38][C:37]=1B1OC(C)(C)C(C)(C)O1)(OC(C)(C)C)=O.[C:52]([O-:55])([O-])=[O:53].[Na+].[Na+].[Li+].[Cl-]>C1(C)C=CC=CC=1.CCO.[Pd].C1(P(C2C=CC=CC=2)C2C=CC=CC=2)C=CC=CC=1.C1(P(C2C=CC=CC=2)C2C=CC=CC=2)C=CC=CC=1.C1(P(C2C=CC=CC=2)C2C=CC=CC=2)C=CC=CC=1.C1(P(C2C=CC=CC=2)C2C=CC=CC=2)C=CC=CC=1.O>[C:25]([O:24][C:22](=[O:23])[CH2:21][N:3]1[C:4]2[C:9](=[CH:8][CH:7]=[C:6]([C:17]([O:19][CH3:20])=[O:18])[CH:5]=2)[C:10]([CH:11]2[CH2:16][CH2:15][CH2:14][CH2:13][CH2:12]2)=[C:2]1[C:36]1[CH:37]=[CH:38][CH:39]=[CH:40][C:41]=1[NH:42][C:52]([O:55][C:6]([CH3:17])([CH3:7])[CH3:5])=[O:53])([CH3:28])([CH3:27])[CH3:26] |f:2.3.4,5.6,7.8,9.10.11.12.13|. Procedure details: To a solution of methyl 2-bromo-1-(2-tert-butoxy-2-oxoethyl)-3-cyclohexyl-1H-indole-6-carboxylate (5.0 g, 11 mmol), (2-BOC-aminophenyl)boronic acid pinacol ester (5.3 g, 16 mmol), and tetrakis (triphenylphosphine)-palladium (0) (1.3 g, 1.1 mmol) in toluene/EtOH (1:1, 80 mL) was added Na2CO3 (3.0 g, 28 mmol), aq. LiCl (2.0M, 22 mL, 44 mmol) and H2O (5 mL). The mixture was refluxed at 100° C. for 2 h, and then the organic solvents were removed under vacuum. The residue is partitioned between EtOAc... Starting materials: C[Mg]Cl, COC(=O)C(C(=O)OC)=C(C)c1ccc(C)o1, [Cl-], [Cu]I, [NH4+], C1CCOC1. Product: COC(=O)C(C(=O)OC)C(C)(C)c1ccc(C)o1. RXN SMILES: [CH3:1][Mg:2][Cl:3].[CH3:4][O:5][C:6]([C:7]([C:8](=[O:9])[O:10][CH3:11])=[C:12]([CH3:13])[c:14]1[o:15][c:16]([CH3:19])[cH:17][cH:18]1)=[O:20].[Cl-:21].[Cu:28][I:29].[NH4+:22].[O:23]1[CH2:24][CH2:25][CH2:26][CH2:27]1>>[CH3:1][C:12]([CH:7]([C:6]([O:5][CH3:4])=[O:20])[C:8](=[O:9])[O:10][CH3:11])([CH3:13])[c:14]1[o:15][c:16]([CH3:19])[cH:17][cH:18]1. The reactants are CCN1CCOCC1, CCN=C=NCCCN(C)C, CN1C(=O)N(c2cc(C(F)(F)F)ncn2)CC1C(=O)O, NCc1ccc(F)c(F)c1Cl, ClCCl, Cl, O, On1nnc2ccccc21. The product is CN1C(=O)N(c2cc(C(F)(F)F)ncn2)CC1C(=O)NCc1ccc(F)c(F)c1Cl. RXN SMILES: [CH2:21]([N:22]1[CH2:23][CH2:24][O:25][CH2:26][CH2:27]1)[CH3:28].[CH2:41]([N:42]=[C:43]=[N:44][CH2:45][CH2:46][CH2:47][N:48]([CH3:49])[CH3:50])[CH3:51].[CH3:1][N:2]1[C:3](=[O:20])[N:4]([c:10]2[n:11][cH:12][n:13][c:14]([C:16]([F:17])([F:18])[F:19])[cH:15]2)[CH2:5][CH:6]1[C:7](=[O:8])[OH:9].[Cl:52][c:53]1[c:54]([CH2:61][NH2:62])[cH:55][cH:56][c:57]([F:60])[c:58]1[F:59].[Cl:63][CH2:64][Cl:65].[ClH:40].[OH2:29].[OH:30][n:31]1[c:32]2[cH:33][cH:34][cH:35][cH:36][c:37]2[n:38][n:39]1>>[CH3:1][N:2]1[C:3](=[O:20])[N:4]([c:10]2[n:11][cH:12][n:13][c:14]([C:16]([F:17])([F:18])[F:19])[cH:15]2)[CH2:5][CH:6]1[C:7](=[O:9])[NH:62][CH2:61][c:54]1[c:53]([Cl:52])[c:58]([F:59])[c:57]([F:60])[cH:56][cH:55]1. Procedure details: A solution of glycidyl 4-methoxyphenyl ether (1.10 g, 6.10 mmol), dibenzylamine (1.25 g, 6.33 mmol), and anhydrous ethyl alcohol (20 mL) was heated at 80° C. for 2 days. The solvent was evaporated under reduced pressure to give the title compound as a clear oil (2.36 g, 100%). 1H NMR (CDCl3) δ 7.35-7.30 (m, 7H), 7.28-7.25 (m, 3H), 6.82-6.76 (m, 4H), 4.10-4.07 (m, 1H), 3.83-3.81 (m, 3H), 3.78-3.76 (m, 1H), 3.76 (s, 3H), 3.53 (d, 2H, J=13.4 Hz), 2.66 (d, 2H, J=6.5 Hz). Mass spectrum (LCMS, ESI) ca... Reactants: COC1=CC=C(C=C1)OCC1CO1 (glycidyl 4-methoxyphenyl ether), C(C1=CC=CC=C1)NCC1=CC=CC=C1 (dibenzylamine). Yields the product C(C1=CC=CC=C1)N(CC(COC1=CC=C(C=C1)OC)O)CC1=CC=CC=C1 (1-[Bisbenzylamino]-3-(4-methoxyphenoxy)propan-2-ol). Solvent: C(C)O (ethyl alcohol). RXN SMILES: [CH3:1][O:2][C:3]1[CH:8]=[CH:7][C:6]([O:9][CH2:10][CH:11]2[O:13][CH2:12]2)=[CH:5][CH:4]=1.[CH2:14]([NH:21][CH2:22][C:23]1[CH:28]=[CH:27][CH:26]=[CH:25][CH:24]=1)[C:15]1[CH:20]=[CH:19][CH:18]=[CH:17][CH:16]=1>C(O)C>[CH2:22]([N:21]([CH2:14][C:15]1[CH:20]=[CH:19][CH:18]=[CH:17][CH:16]=1)[CH2:12][CH:11]([OH:13])[CH2:10][O:9][C:6]1[CH:5]=[CH:4][C:3]([O:2][CH3:1])=[CH:8][CH:7]=1)[C:23]1[CH:28]=[CH:27][CH:26]=[CH:25][CH:24]=1. The yield is 102.5%.